From a dataset of the Open Reaction Database (ORD), a public repository of structured organic reaction records. describe an organic reaction: reactants, conditions, products, and yield The reactants are CN, ClCCl, O=C(Cl)OC(Cl)C(Cl)(Cl)Cl. Product: CNC(=O)OC(Cl)C(Cl)(Cl)Cl. Reaction SMILES: [CH3:1][NH2:2].[Cl:13][CH2:14][Cl:15].[Cl:3][C:4](=[O:5])[O:6][CH:7]([C:8]([Cl:9])([Cl:10])[Cl:11])[Cl:12]>>[CH3:1][NH:2][C:4](=[O:5])[O:6][CH:7]([C:8]([Cl:9])([Cl:10])[Cl:11])[Cl:12]. Procedure: 92 ml of a solution of 1.1 mol/l of triisobutylaluminum in toluene were added slowly with stirring under an inert atmosphere to a solution of 6.6 g of 4-aminoindole in 250 ml of chloroform. 9.6 ml of methyl salicylate were then added and the mixture was refluxed for 20 hours and then cooled to room temperature. 300 ml of N hydrochloric acid and 300 ml of methylene chloride were added and the organic phase was washed with water, dried, and evaporated to dryness under reduced pressure at 50° C. Th... Solvent: C(Cl)(Cl)Cl (chloroform), C1(=CC=CC=C1)C (toluene), C(Cl)Cl (methylene chloride). The reactants are NC1=C2C=CNC2=CC=C1 (4-aminoindole), C(C=1C(O)=CC=CC1)(=O)OC (methyl salicylate), solution, C(C(C)C)[Al](CC(C)C)CC(C)C (triisobutylaluminum), Cl (hydrochloric acid). Yields the product OC1=C(C(=O)NC2=C3C=CNC3=CC=C2)C=CC=C1 (2-hydroxy-N-(1H-indol-4-yl)benzamide). RXN SMILES: C([Al](CC(C)C)CC(C)C)C(C)C.[NH2:14][C:15]1[CH:23]=[CH:22][CH:21]=[C:20]2[C:16]=1[CH:17]=[CH:18][NH:19]2.[C:24](OC)(=[O:32])[C:25]1[C:26](=[CH:28][CH:29]=[CH:30][CH:31]=1)[OH:27].Cl>C1(C)C=CC=CC=1.C(Cl)(Cl)Cl.C(Cl)Cl>[OH:27][C:26]1[CH:28]=[CH:29][CH:30]=[CH:31][C:25]=1[C:24]([NH:14][C:15]1[CH:23]=[CH:22][CH:21]=[C:20]2[C:16]=1[CH:17]=[CH:18][NH:19]2)=[O:32]. Reactants: CO, Cl, NNC(N)=S, O=C(CNC(=O)C1CCCCC1)c1ccccc1, O. Product: NC(=S)NN=C(CNC(=O)C1CCCCC1)c1ccccc1. RXN SMILES: [CH3:26][OH:27].[ClH:24].[NH2:1][NH:2][C:3](=[S:4])[NH2:5].[O:6]=[C:7]([CH2:8][NH:9][C:10](=[O:11])[CH:12]1[CH2:13][CH2:14][CH2:15][CH2:16][CH2:17]1)[c:18]1[cH:19][cH:20][cH:21][cH:22][cH:23]1.[OH2:25]>>[N:1]([NH:2][C:3](=[S:4])[NH2:5])=[C:7]([CH2:8][NH:9][C:10](=[O:11])[CH:12]1[CH2:13][CH2:14][CH2:15][CH2:16][CH2:17]1)[c:18]1[cH:19][cH:20][cH:21][cH:22][cH:23]1. Conditions: temperature 50 celsius, time 2 hour. Reported procedure: A chiral 5-{[(2R,3S,4R,5S)-3-(3-chloro-2-fluoro-phenyl)-4-(4-chloro-2-fluoro-phenyl)-4-cyano-5-(2,2-dimethyl-propyl)-pyrrolidine-2-carbonyl]-amino}-1H-indole-2-carboxylic acid ethyl ester (33 mg, 0.051 mmol) was dissolved in ethanol (15 mL), then 2N KOH (5 mL) was added and stirred 2 hours @ 50° C., then the temperature was warmed to 65° C. for 2 h, after cooling to 25° C., the reaction was diluted with water and extracted with ethyl acetate (3×). The organic phase was separated then concentrate... Run in C(C)O (ethanol), O (water). Starting materials: C(C)OC(=O)C=1NC2=CC=C(C=C2C1)NC(=O)[C@@H]1N[C@H]([C@]([C@H]1C1=C(C(=CC=C1)Cl)F)(C#N)C1=C(C=C(C=C1)Cl)F)CC(C)(C)C (5-{[(2R,3S,4R,5S)-3-(3-chloro-2-fluoro-phenyl)-4-(4-chloro-2-fluoro-phenyl)-4-cyano-5-(2,2-dimethyl-propyl)-pyrrolidine-2-carbonyl]-amino}-1H-indole-2-carboxylic acid ethyl ester), [OH-].[K+] (KOH). Product: ClC=1C(=C(C=CC1)[C@H]1[C@@H](N[C@H]([C@]1(C#N)C1=C(C=C(C=C1)Cl)F)CC(C)(C)C)C(=O)NC=1C=C2C=C(NC2=CC1)C(=O)O)F (5-{[(2R,3S,4R,5S)-3-(3-chloro-2-fluoro-phenyl)-4-(4-chloro-2-fluoro-phenyl)-4-cyano-5-(2,2-dimethyl-propyl)-pyrrolidine-2-carbonyl]-amino}-1H-indole-2-carboxylic acid). RXN SMILES: C([O:3][C:4]([C:6]1[NH:7][C:8]2[C:13]([CH:14]=1)=[CH:12][C:11]([NH:15][C:16]([C@H:18]1[C@H:22]([C:23]3[CH:28]=[CH:27][CH:26]=[C:25]([Cl:29])[C:24]=3[F:30])[C@:21]([C:33]3[CH:38]=[CH:37][C:36]([Cl:39])=[CH:35][C:34]=3[F:40])([C:31]#[N:32])[C@H:20]([CH2:41][C:42]([CH3:45])([CH3:44])[CH3:43])[NH:19]1)=[O:17])=[CH:10][CH:9]=2)=[O:5])C.[OH-].[K+]>C(O)C.O>[Cl:29][C:25]1[C:24]([F:30])=[C:23]([C@@H:22]2[C@:21]([C:33]3[CH:38]=[CH:37][C:36]([Cl:39])=[CH:35][C:34]=3[F:40])([C:31]#[N:32])[C@H:20]([CH2:41][C:42]([CH3:44])([CH3:45])[CH3:43])[NH:19][C@H:18]2[C:16]([NH:15][C:11]2[CH:12]=[C:13]3[C:8](=[CH:9][CH:10]=2)[NH:7][C:6]([C:4]([OH:5])=[O:3])=[CH:14]3)=[O:17])[CH:28]=[CH:27][CH:26]=1 |f:1.2|. Starting materials: solution, CP(C)C (trimethylphosphine), N(=[N+]=[N-])C[C@H]1C[C@H]([C@H]2[C@@H]1OC(O2)(C)C)N2C1=NC=NC(=C1N=C2)NCC2=C(C=C(C=C2)OC)OC (9-((3aS,4R,6R,6aR)-6-(azidomethyl)-2,2-dimethyltetrahydro-3aH-cyclopenta[d][1,3]dioxol-4-yl)-N-(2,4-dimethoxybenzyl)-9H-purin-6-amine), ice brine, O (Water), amine. Run in C1CCOC1 (THF), C1CCOC1 (THF), C(Cl)Cl (CH2Cl2). Run at time 1.5 hour. Product: NC[C@H]1C[C@H]([C@H]2[C@@H]1OC(O2)(C)C)N2C1=NC=NC(=C1N=C2)NCC2=C(C=C(C=C2)OC)OC (9-((3aS,4R,6R,6aR)-6-(aminomethyl)-2,2-dimethyltetrahydro-3aH-cyclopenta[d][1,3]dioxol-4-yl)-N-(2,4-dimethoxybenzyl)-9H-purin-6-amine). Yield: 98.3%. As a reaction SMILES: [N:1]([CH2:4][C@@H:5]1[C@H:9]2[O:10][C:11]([CH3:14])([CH3:13])[O:12][C@H:8]2[C@H:7]([N:15]2[CH:23]=[N:22][C:21]3[C:16]2=[N:17][CH:18]=[N:19][C:20]=3[NH:24][CH2:25][C:26]2[CH:31]=[CH:30][C:29]([O:32][CH3:33])=[CH:28][C:27]=2[O:34][CH3:35])[CH2:6]1)=[N+]=[N-].CP(C)C.O>C1COCC1.C(Cl)Cl>[NH2:1][CH2:4][C@@H:5]1[C@H:9]2[O:10][C:11]([CH3:13])([CH3:14])[O:12][C@H:8]2[C@H:7]([N:15]2[CH:23]=[N:22][C:21]3[C:16]2=[N:17][CH:18]=[N:19][C:20]=3[NH:24][CH2:25][C:26]2[CH:31]=[CH:30][C:29]([O:32][CH3:33])=[CH:28][C:27]=2[O:34][CH3:35])[CH2:6]1. Procedure: A solution of 9-((3aS,4R,6R,6aR)-6-(azidomethyl)-2,2-dimethyltetrahydro-3aH-cyclopenta[d][1,3]dioxol-4-yl)-N-(2,4-dimethoxybenzyl)-9H-purin-6-amine (1.72 g, 3.58 mmol) in THF (16 mL) was cooled to 0° C. (ice/brine bath) and treated dropwise with a 1.0 M solution of trimethylphosphine in THF (6.30 mL, 6.30 mmol). The cold bath was removed after 30 min and the reaction mixture was stirred for 1.5 h; HPLC/LC MS indicated complete consumption of the starting azide. Water (2.84 mL, 157 mmol) was adde... Reaction SMILES: Br[CH2:2][CH2:3][CH2:4][CH2:5][O:6][C:7]1[CH:8]=[CH:9][C:10]2[C:14]([C:15]3[CH:20]=[CH:19][C:18]([C:21]([F:24])([F:23])[F:22])=[CH:17][CH:16]=3)=[C:13]([CH3:25])[S:12][C:11]=2[CH:26]=1.[CH2:27]([CH2:29][NH2:30])[OH:28]>>[CH3:25][C:13]1[S:12][C:11]2[CH:26]=[C:7]([O:6][CH2:5][CH2:4][CH2:3][CH2:2][NH:30][CH2:29][CH2:27][OH:28])[CH:8]=[CH:9][C:10]=2[C:14]=1[C:15]1[CH:20]=[CH:19][C:18]([C:21]([F:24])([F:23])[F:22])=[CH:17][CH:16]=1. Product: CC1=C(C2=C(S1)C=C(C=C2)OCCCCNCCO)C2=CC=C(C=C2)C(F)(F)F (2-{4-[2-Methyl-3-(4-trifluoromethyl-phenyl)-benzo[b]thiophen-6-yloxy]-butylamino}-ethanol). Procedure: According to the method in example 31, 6-(4-Bromo-butoxy)-2-methyl-3-(4-trifluoromethyl-phenyl)-benzo[b]thiophene and ethanolamine were converted to yield 2-{4-[2-Methyl-3-(4-trifluoromethyl-phenyl)-benzo[b]thiophen-6-yloxy]-butylamino}-ethanol as colorless amorphous solid, MS: 424 (MH+). Reactants: BrCCCCOC=1C=CC2=C(SC(=C2C2=CC=C(C=C2)C(F)(F)F)C)C1 (6-(4-Bromo-butoxy)-2-methyl-3-(4-trifluoromethyl-phenyl)-benzo[b]thiophene), C(O)CN (ethanolamine).